Dataset: the Open Reaction Database (ORD), a public repository of structured organic reaction records. Task: describe an organic reaction: reactants, conditions, products, and yield Reactants: [N+](=O)([O-])C1=CC=C(C=C1)P(OCC)(OCC)=O (diethyl 4-nitrophenylphosphonate), TEA. The reagents and catalysts are [C].[Pd] (Palladium carbon). The solvent is C(=O)O (formic acid). The product is NC1=CC=C(C=C1)P(OCC)(OCC)=O (diethyl 4-aminophenylphosphonate). RXN SMILES: [N+:1]([C:4]1[CH:9]=[CH:8][C:7]([P:10](=[O:17])([O:14][CH2:15][CH3:16])[O:11][CH2:12][CH3:13])=[CH:6][CH:5]=1)([O-])=O>[C].[Pd].C(O)=O>[NH2:1][C:4]1[CH:9]=[CH:8][C:7]([P:10](=[O:17])([O:11][CH2:12][CH3:13])[O:14][CH2:15][CH3:16])=[CH:6][CH:5]=1 |f:1.2|. Procedure: Into a 50-mL round-bottom flask, was placed a solution of diethyl 4-nitrophenylphosphonate (1.07 g, 4.13 mmol, 1.00 equiv), TEA (3 mL), Palladium carbon (0.025 g). This was followed by the addition of formic acid (2 mL) dropwise with stirring at room temperature. The resulting solution was heated to reflux for 3 hr. The reaction was then quenched by the addition of 5 mL of water and the solids were filtered out. The resulting filtrate was extracted with 5×10 mL of dichloromethane and the organic... Starting materials: CSC=1SC2=C(N1)C=CC(=C2)N (2-(methylthio)-1,3-benzothiazol-6-amine), O1CCOCC1 (Dioxane), pyridinium bromide perbromide. The solvent is CCOC(=O)C (EtOAc). Run at time 5 minute. Product: BrC1=C(C=CC=2N=C(SC21)SC)N (7-bromo-2-(methylthio)-1,3-benzothiazol-6-amine). Reaction SMILES: [CH3:1][S:2][C:3]1[S:4][C:5]2[CH:11]=[C:10]([NH2:12])[CH:9]=[CH:8][C:6]=2[N:7]=1.O1CCOCC1.C1C=C[NH+]=CC=1.[Br:25][Br-]Br>CCOC(C)=O>[Br:25][C:11]1[C:5]2[S:4][C:3]([S:2][CH3:1])=[N:7][C:6]=2[CH:8]=[CH:9][C:10]=1[NH2:12] |f:2.3|. Procedure details: To a round bottom flask was added 2-(methylthio)-1,3-benzothiazol-6-amine (0.301 g, 1.533 mmol), Dioxane (10 mL), and pyridinium bromide perbromide (0.589 g, 1.840 mmol). The reaction mixture was then stirred at room temperature for ˜5 minutes, then suspended in EtOAc, washed with sat'd Na2S2O3, then with sat'd NaHCO3, then water, then brine. Organics were then dried over Na2SO4 filtered & concentrated. The resulting residue was purified using silica gel chromatography (0-45% ethyl acetate/hexan... Reactants: CS(=O)(=O)c1ccc(C(CC2CCC(=O)C2)C(=O)Nc2cnc(Br)cn2)cc1Cl, CON, CO, Cl, c1ccncc1. The product is CON=C1CCC(CC(C(=O)Nc2cnc(Br)cn2)c2ccc(S(C)(=O)=O)c(Cl)c2)C1. RXN SMILES: [Br:1][c:2]1[n:3][cH:4][c:5]([NH:8][C:9]([CH:10]([CH2:11][CH:12]2[CH2:13][C:14](=[O:17])[CH2:15][CH2:16]2)[c:18]2[cH:19][c:20]([Cl:28])[c:21]([S:24](=[O:25])(=[O:26])[CH3:27])[cH:22][cH:23]2)=[O:29])[n:6][cH:7]1.[CH3:31][O:32][NH2:33].[CH3:34][OH:35].[ClH:30].[cH:36]1[cH:37][cH:38][n:39][cH:40][cH:41]1>>[Br:1][c:2]1[n:3][cH:4][c:5]([NH:8][C:9]([CH:10]([CH2:11][CH:12]2[CH2:13][C:14](=[N:33][O:32][CH3:31])[CH2:15][CH2:16]2)[c:18]2[cH:19][c:20]([Cl:28])[c:21]([S:24](=[O:25])(=[O:26])[CH3:27])[cH:22][cH:23]2)=[O:29])[n:6][cH:7]1. RXN SMILES: [Cl:1][C:2]1[CH:7]=[C:6]([NH:8][CH3:9])[CH:5]=[CH:4][C:3]=1[C:10]1[O:11][C:12]2[C:17]([C:18](=[O:20])[CH:19]=1)=[C:16]([OH:21])[CH:15]=[C:14]([OH:22])[C:13]=2[C@@H:23]1[CH2:27][CH2:26][N:25]([CH3:28])[C@H:24]1[CH2:29][OH:30].Cl>CO>[ClH:1].[Cl:1][C:2]1[CH:7]=[C:6]([NH:8][CH3:9])[CH:5]=[CH:4][C:3]=1[C:10]1[O:11][C:12]2[C:17]([C:18](=[O:20])[CH:19]=1)=[C:16]([OH:21])[CH:15]=[C:14]([OH:22])[C:13]=2[C@@H:23]1[CH2:27][CH2:26][N:25]([CH3:28])[C@H:24]1[CH2:29][OH:30] |f:3.4|. The product is Cl.ClC1=C(C=CC(=C1)NC)C=1OC2=C(C(=CC(=C2C(C1)=O)O)O)[C@H]1[C@@H](N(CC1)C)CO ((+)-trans-2-(2-chloro-4-methylaminophenyl)-5,7-dihydroxy-8-(2-hydroxymethyl-1-methyl-pyrrolidin-3-yl)-chromen-4-one hydrochloride). Reactants: ClC1=C(C=CC(=C1)NC)C=1OC2=C(C(=CC(=C2C(C1)=O)O)O)[C@H]1[C@@H](N(CC1)C)CO ((+)-trans-2-(2-Chloro-4-methylamino-phenyl)-5,7-dihydroxy-8-(2-hydroxymethyl-1-methyl-pyrrolidin-3-yl)-chromen-4-one), Cl (HCl). Procedure: The compound, (+)-trans-2-(2-Chloro-4-methylamino-phenyl)-5,7-dihydroxy-8-(2-hydroxymethyl-1-methyl-pyrrolidin-3-yl)-chromen-4-one (0.13 g, 0.3 mmol) was suspended in methanol (2 mL) and treated with ethereal HCl and the organic solvent evaporated to obtain the salt, (+)-trans-2-(2-chloro-4-methylaminophenyl)-5,7-dihydroxy-8-(2-hydroxymethyl-1-methyl-pyrrolidin-3-yl)-chromen-4-one hydrochloride. The solvent is CO (methanol). Reactants: COc1cc(C)nc(Cl)n1, C1CCOC1, c1c[nH]cn1. Yields the product COc1cc(C)nc(-n2ccnc2)n1. As a reaction SMILES: [Cl:1][c:2]1[n:3][c:4]([CH3:10])[cH:5][c:6]([O:8][CH3:9])[n:7]1.[O:16]1[CH2:17][CH2:18][CH2:19][CH2:20]1.[nH:11]1[cH:12][n:13][cH:14][cH:15]1>>[c:2]1(-[n:11]2[cH:12][n:13][cH:14][cH:15]2)[n:3][c:4]([CH3:10])[cH:5][c:6]([O:8][CH3:9])[n:7]1. Starting materials: C(C1=CC=CC=C1)(=O)NC(=S)NC1=C(C=C(C(=C1)Br)F)F (1-benzoyl-3-(5-bromo-2,4-difluoro-phenyl)-thiourea), [OH-].[Na+] (NaOH). Run in C1CCOC1 (THF), O (water), C1CCOC1 (THF). Run at temperature 70 celsius, time 15 hour. Product: BrC=1C(=CC(=C(C1)NC(=S)N)F)F ((5-Bromo-2,4-difluoro-phenyl)-thiourea). The yield is 81.4%. RXN SMILES: C([NH:9][C:10]([NH:12][C:13]1[CH:18]=[C:17]([Br:19])[C:16]([F:20])=[CH:15][C:14]=1[F:21])=[S:11])(=O)C1C=CC=CC=1.[OH-].[Na+]>C1COCC1.O>[Br:19][C:17]1[C:16]([F:20])=[CH:15][C:14]([F:21])=[C:13]([NH:12][C:10]([NH2:9])=[S:11])[CH:18]=1 |f:1.2|. Procedure: To a solution of 1-benzoyl-3-(5-bromo-2,4-difluoro-phenyl)-thiourea (1.70 g, 4.60 mmol) in THF (35.0 mL) was added a solution of NaOH (0.97 g, 24.25 mmol) in water (13.0 mL). The resulting reaction mixture was stirred at 70° C. for 15 h. After the completion of the reaction (TLC monitoring), THF was evaporated, added water and extracted with EtOAc (3×50 mL). The combined organics was washed with brine and concentrated to obtain the desired compound (1.0 g, 83%). MS: 267.03 (M+H)+. Reactants: C(C1=CC=CC=C1)C=1OC2=C(C1C1=CC=C(C=C1)OS(=O)(=O)C(F)(F)F)C=CC=C2 (Trifluoro-methanesulfonic acid 4-(2-benzyl-benzofuran-3-yl)-phenyl ester), tetrakis-(triphenylphosphine)palladium(0), C(=O)C1=CC=C(C=C1)B(O)O (4-formylphenylboronic acid), C([O-])([O-])=O.[Na+].[Na+] (sodium carbonate). The solvent is C1(=CC=CC=C1)C (toluene), C(C)O (ethanol), O (water). Reaction conditions: temperature 100 celsius, time 4 hour. Yields the product C(C1=CC=CC=C1)C=1OC2=C(C1C1=CC=C(C=C1)C1=CC=C(C=C1)C=O)C=CC=C2 (4′-(2-Benzylbenzofuran-3-yl)biphenyl-4-carbaldehyde). The yield is 87.5%. Reaction SMILES: [CH2:1]([C:8]1[O:9][C:10]2[CH:30]=[CH:29][CH:28]=[CH:27][C:11]=2[C:12]=1[C:13]1[CH:18]=[CH:17][C:16](OS(C(F)(F)F)(=O)=O)=[CH:15][CH:14]=1)[C:2]1[CH:7]=[CH:6][CH:5]=[CH:4][CH:3]=1.[CH:31]([C:33]1[CH:38]=[CH:37][C:36](B(O)O)=[CH:35][CH:34]=1)=[O:32].C(=O)([O-])[O-].[Na+].[Na+]>C1(C)C=CC=CC=1.C(O)C.O>[CH2:1]([C:8]1[O:9][C:10]2[CH:30]=[CH:29][CH:28]=[CH:27][C:11]=2[C:12]=1[C:13]1[CH:14]=[CH:15][C:16]([C:36]2[CH:37]=[CH:38][C:33]([CH:31]=[O:32])=[CH:34][CH:35]=2)=[CH:17][CH:18]=1)[C:2]1[CH:3]=[CH:4][CH:5]=[CH:6][CH:7]=1 |f:2.3.4|. Reported procedure: To a stirred solution of the triflate (from example 10) (9.35 g, 21.6 mmol) and tetrakis-(triphenylphosphine)palladium(0) (750 mg, 0.65 mmol) in toluene (70 mL) was added a solution of 4-formylphenylboronic acid (4.06 g, 27.05 mmol) in ethanol (20 mL) and 2N sodium carbonate (21.6 mL, 43.2 mmol). The resulting suspension was stirred at 100° C. for 4 hrs (TLC control). The reaction was cooled, diluted with water (50 mL) and extracted with diethyl ether (3×100 mL). The combined extract was washed ... Starting materials: CON=CC1=C(C=CC=C1)[N+](=O)[O-] (2-(N-methoxyiminomethyl)-nitrobenzene). The reagents and catalysts are [Pd] (Pd on carbon). Run in C(C)O (ethanol). Product: NC1=C(C=CC=C1)C=NOC (2 - Amino-N-methoxyiminome thylbenzene). As a reaction SMILES: [CH3:1][O:2][N:3]=[CH:4][C:5]1[CH:10]=[CH:9][CH:8]=[CH:7][C:6]=1[N+:11]([O-])=O>C(O)C.[Pd]>[NH2:11][C:6]1[CH:7]=[CH:8][CH:9]=[CH:10][C:5]=1[CH:4]=[N:3][O:2][CH3:1]. Procedure details: 2-(N-methoxyiminomethyl)-nitrobenzene (6.5 g) in 350 ml 99.9% ethanol was reduced catalytically at room temperature, 1 atm. using 0.7 g 10% Pd on carbon. Upon completion of the reduction the solution was filtered throughfilter aid and concentrated in vacuo. The product was redissolved in methylene chloride and filtered through silicagel. Evaporation of the solvent gave the desired product as an oil. Starting materials: Cl (hydrogen chloride), C1(=CC=CC2=CC=CC=C12)CCC=1N=C(SC1)C1CCN(CC1)C(=O)OC(C)(C)C (tert-butyl 4-{4-[2-(naphthalen-1-yl)ethyl]-1,3-thiazol-2-yl}piperidine-1-carboxylate). Solvent: C(C)OCC (diethyl ether). Run at temperature 0 celsius. Product: Cl.C1(=CC=CC2=CC=CC=C12)CCC=1N=C(SC1)C1CCNCC1 (4-{4-[2-(Naphthalen-1-yl)ethyl]-1,3-thiazol-2-yl}piperidine hydrochloride). Reaction SMILES: [ClH:1].[C:2]1([CH2:12][CH2:13][C:14]2[N:15]=[C:16]([CH:19]3[CH2:24][CH2:23][N:22](C(OC(C)(C)C)=O)[CH2:21][CH2:20]3)[S:17][CH:18]=2)[C:11]2[C:6](=[CH:7][CH:8]=[CH:9][CH:10]=2)[CH:5]=[CH:4][CH:3]=1>C(OCC)C>[ClH:1].[C:2]1([CH2:12][CH2:13][C:14]2[N:15]=[C:16]([CH:19]3[CH2:24][CH2:23][NH:22][CH2:21][CH2:20]3)[S:17][CH:18]=2)[C:11]2[C:6](=[CH:7][CH:8]=[CH:9][CH:10]=2)[CH:5]=[CH:4][CH:3]=1 |f:3.4|. Reported procedure: Under argon and at 0° C., a solution of hydrogen chloride in diethyl ether (2 M, 25 ml) is added to tert-butyl 4-{4-[2-(naphthalen-1-yl)ethyl]-1,3-thiazol-2-yl}piperidine-1-carboxylate (IV-2, 1.40 g). The mixture is stirred at 0° C. and then slowly warmed to room temperature. The mixture is stirred overnight, and the excess acid and solvent are then removed under reduced pressure. This gives 4-{4-[2-(naphthalen-1-yl)ethyl]-1,3-thiazol-2-yl}piperidine hydrochloride (1.28 g). Product: O=C1Nc2ccc(I)cc2C1=NNC(=O)c1cccc([N+](=O)[O-])c1. Reaction SMILES: [CH3:26][C:27](=[O:28])[OH:29].[I:1][c:2]1[cH:3][c:4]2[c:8]([cH:9][cH:10]1)[NH:7][C:6](=[O:11])[C:5]2=[O:12].[N+:13](=[O:14])([O-:15])[c:16]1[cH:17][c:18]([C:19](=[O:20])[NH:21][NH2:22])[cH:23][cH:24][cH:25]1>>[I:1][c:2]1[cH:3][c:4]2[c:8]([cH:9][cH:10]1)[NH:7][C:6](=[O:11])[C:5]2=[N:22][NH:21][C:19]([c:18]1[cH:17][c:16]([N+:13](=[O:14])[O-:15])[cH:25][cH:24][cH:23]1)=[O:20]. The reactants are CC(=O)O, O=C1Nc2ccc(I)cc2C1=O, NNC(=O)c1cccc([N+](=O)[O-])c1.